describe an organic reaction: reactants, conditions, products, and yield From a dataset of the Open Reaction Database (ORD), a public repository of structured organic reaction records. The yield is 60.6%. RXN SMILES: Cl[C:2]1[C:7]([F:8])=[CH:6][C:5]([C:9]2[C:18]3[C:13](=[CH:14][C:15]([S:19]([NH:22][C:23]4[S:24][CH:25]=[N:26][N:27]=4)(=[O:21])=[O:20])=[CH:16][CH:17]=3)[CH:12]=[CH:11][N:10]=2)=[C:4]([O:28][CH3:29])[CH:3]=1.[N:30]1[CH:35]=[CH:34][CH:33]=[C:32](B(O)O)[CH:31]=1.P([O-])([O-])([O-])=O.[K+].[K+].[K+]>C1(P(C2CCCCC2)C2C=CC=CC=2C2C(OC)=CC=CC=2OC)CCCCC1>[F:8][C:7]1[C:2]([C:32]2[CH:31]=[N:30][CH:35]=[CH:34][CH:33]=2)=[CH:3][C:4]([O:28][CH3:29])=[C:5]([C:9]2[C:18]3[C:13](=[CH:14][C:15]([S:19]([NH:22][C:23]4[S:24][CH:25]=[N:26][N:27]=4)(=[O:20])=[O:21])=[CH:16][CH:17]=3)[CH:12]=[CH:11][N:10]=2)[CH:6]=1 |f:2.3.4.5|. Conditions: temperature 120 celsius. The reagents and catalysts are C1(CCCCC1)P(C1=C(C=CC=C1)C1=C(C=CC=C1OC)OC)C1CCCCC1 (dicyclohexyl(2′,6′-dimethoxy-[1,1′-biphenyl]-2-yl)phosphine). Procedure details: A vial was charged with 1-(4-chloro-5-fluoro-2-methoxyphenyl)-N-(1,3,4-thiadiazol-2-yl)isoquinoline-6-sulfonamide (INTERMEDIATE HHHHH; 74.29 mg, 0.165 mmol) pyridin-3-ylboronic acid (24.30 mg, 0.198 mmol), dicyclohexyl(2′,6′-dimethoxy-[1,1′-biphenyl]-2-yl)phosphine (1.691 mg, 4.12 μmol), chloro(2-dicyclohexylphosphino-2′,6′-dimethoxy-1,1′-biphenyl)[2-(2-aminoethylphenyl)]palladium(ii) dichloromethane (6.24 mg, 8.24 μmol) and potassium phosphate (105 mg, 0.494 mmol). The vial was flushed with Ar ... The reactants are ClC1=CC(=C(C=C1F)C1=NC=CC2=CC(=CC=C12)S(=O)(=O)NC=1SC=NN1)OC (1-(4-chloro-5-fluoro-2-methoxyphenyl)-N-(1,3,4-thiadiazol-2-yl)isoquinoline-6-sulfonamide), N1=CC(=CC=C1)B(O)O (pyridin-3-ylboronic acid), chloro(2-dicyclohexylphosphino-2′,6′-dimethoxy-1,1′-biphenyl)[2-(2-aminoethylphenyl)]palladium(ii) dichloromethane, P(=O)([O-])([O-])[O-].[K+].[K+].[K+] (potassium phosphate). Product: FC=1C(=CC(=C(C1)C1=NC=CC2=CC(=CC=C12)S(=O)(=O)NC=1SC=NN1)OC)C=1C=NC=CC1 (1-(5-fluoro-2-methoxy-4-(pyridin-3-yl)phenyl)-N-(1,3,4-thiadiazol-2-yl)isoquinoline-6-sulfonamide).